This data is from the Open Reaction Database (ORD), a public repository of structured organic reaction records. The task is: describe an organic reaction: reactants, conditions, products, and yield The reactants are Cl (HCl), [N+](=O)([O-])C1=C(C=CC(=C1)OC1=CC=CC=C1)NC(CC(CC(=O)O)C1=CC=C(C=C1)Cl)=O (N-(2-Nitro-4-phenoxyphenyl)-3-(4-chlorophenyl)glutaramic acid), C(=O)(O)[O-].[Na+] (NaHCO3), C(C)(=O)OCC (ethyl acetate). Reagents/catalysts: [Fe] (Iron), Cl (HCl). The solvent is CO (methanol). Conditions: time 1 hour. Yields the product ClC1=CC=C(C=C1)C(CC(=O)OC)CC=1NC2=C(N1)C=CC(=C2)OC2=CC=CC=C2 (methyl 3-(4-chlorophenyl)-4-(5-phenoxy-2-benzimidazolyl)butanoate). As a reaction SMILES: [N+:1]([C:4]1[CH:9]=[C:8]([O:10][C:11]2[CH:16]=[CH:15][CH:14]=[CH:13][CH:12]=2)[CH:7]=[CH:6][C:5]=1[NH:17][C:18](=O)[CH2:19][CH:20]([C:25]1[CH:30]=[CH:29][C:28]([Cl:31])=[CH:27][CH:26]=1)[CH2:21][C:22]([OH:24])=[O:23])([O-])=O.Cl.[C:34]([O-])(O)=O.[Na+].C(OCC)(=O)C>CO.Cl.[Fe]>[Cl:31][C:28]1[CH:29]=[CH:30][C:25]([CH:20]([CH2:19][C:18]2[NH:1][C:4]3[CH:9]=[C:8]([O:10][C:11]4[CH:16]=[CH:15][CH:14]=[CH:13][CH:12]=4)[CH:7]=[CH:6][C:5]=3[N:17]=2)[CH2:21][C:22]([O:24][CH3:34])=[O:23])=[CH:26][CH:27]=1 |f:2.3|. Reported procedure: N-(2-Nitro-4-phenoxyphenyl)-3-(4-chlorophenyl)glutaramic acid (0.72 g) is dissolved in methanol (8 ml). Iron powder (0.88 g) is added and the suspension is heated to reflux. Conc. HCl (10 drops) was added carefully and refluxing was continued for 1 h. Then further conc. HCl (4 ml) was added and the greenish-yellow solution was stirred at reflux for additional 20 h. After cooling to rt the solution was poured into a mixture of sat. NaHCO3 solution (60 ml) and ethyl acetate (50 ml). The inorganic ... Starting materials: CC(=O)[O-], CC(=O)[O-], CC(c1cc(O)ccc1Cl)C(O)(c1ccc2c(c1)N(C)C(=O)CO2)C(F)(F)F, [Cu+2], COC(=O)c1ccc(B(O)O)cc1F, c1ccncc1. Product: COC(=O)c1ccc(Oc2ccc(Cl)c(C(C)C(O)(c3ccc4c(c3)N(C)C(=O)CO4)C(F)(F)F)c2)cc1F. As a reaction SMILES: [C:43]([O-:44])(=[O:45])[CH3:46].[C:48]([O-:49])(=[O:50])[CH3:51].[Cl:1][c:2]1[c:3]([CH:9]([C:10]([C:11]([F:12])([F:13])[F:14])([OH:15])[c:16]2[cH:17][cH:18][c:19]3[c:20]([cH:27]2)[N:21]([CH3:26])[C:22](=[O:25])[CH2:23][O:24]3)[CH3:28])[cH:4][c:5]([OH:8])[cH:6][cH:7]1.[Cu+2:47].[F:29][c:30]1[cH:31][c:32]([B:40]([OH:41])[OH:42])[cH:33][cH:34][c:35]1[C:36](=[O:37])[O:38][CH3:39].[cH:52]1[cH:53][cH:54][n:55][cH:56][cH:57]1>>[Cl:1][c:2]1[c:3]([CH:9]([C:10]([C:11]([F:12])([F:13])[F:14])([OH:15])[c:16]2[cH:17][cH:18][c:19]3[c:20]([cH:27]2)[N:21]([CH3:26])[C:22](=[O:25])[CH2:23][O:24]3)[CH3:28])[cH:4][c:5]([O:8][c:32]2[cH:31][c:30]([F:29])[c:35]([C:36](=[O:37])[O:38][CH3:39])[cH:34][cH:33]2)[cH:6][cH:7]1.